From a dataset of the Open Reaction Database (ORD), a public repository of structured organic reaction records. describe an organic reaction: reactants, conditions, products, and yield Reactants: O=C([O-])[O-], CC(=O)OCCBr, CCn1c(=O)[nH]c2ncn(Cc3ccc(OC)cc3)c2c1=O, CCCC[N+](CCCC)(CCCC)CCCC, CC#N, [K+], [K+], O=S(=O)([O-])O. Product: CCn1c(=O)c2c(ncn2Cc2ccc(OC)cc2)n(CCOC(C)=O)c1=O. Reaction SMILES: [C:23](=[O:24])([O-:25])[O-:26].[C:29]([CH3:30])(=[O:31])[O:32][CH2:33][CH2:34][Br:35].[CH2:1]([CH3:2])[n:3]1[c:4](=[O:22])[nH:5][c:6]2[n:7][cH:8][n:9]([CH2:13][c:14]3[cH:15][cH:16][c:17]([O:20][CH3:21])[cH:18][cH:19]3)[c:10]2[c:11]1=[O:12].[CH2:41]([N+:42]([CH2:43][CH2:44][CH2:45][CH3:46])([CH2:47][CH2:48][CH2:49][CH3:50])[CH2:51][CH2:52][CH2:53][CH3:54])[CH2:55][CH2:56][CH3:57].[CH3:58][C:59]#[N:60].[K+:27].[K+:28].[S:36]([O-:37])([OH:38])(=[O:39])=[O:40]>>[CH2:1]([CH3:2])[n:3]1[c:4](=[O:22])[n:5]([CH2:34][CH2:33][O:32][C:29]([CH3:30])=[O:31])[c:6]2[n:7][cH:8][n:9]([CH2:13][c:14]3[cH:15][cH:16][c:17]([O:20][CH3:21])[cH:18][cH:19]3)[c:10]2[c:11]1=[O:12].